This data is from the Open Reaction Database (ORD), a public repository of structured organic reaction records. The task is: describe an organic reaction: reactants, conditions, products, and yield The reactants are ClC1=CC=C2C=C(NC2=C1)C(=O)OCC (Ethyl 6-chloro-1H-indole-2-carboxylate), FC=1C=C(C=CC1)B(O)O ((3-fluorophenyl)boronic acid), N1=CC=CC=C1 (pyridine). The reagents and catalysts are C(C)(=O)[O-].[Cu+2].C(C)(=O)[O-] (copper acetate). The solvent is C(Cl)Cl (methylene chloride). Conditions: time 2 day. The product is ClC1=CC=C2C=C(N(C2=C1)C1=CC(=CC=C1)F)C(=O)OCC (Ethyl 6-chloro-1-(3-fluorophenyl)-1H-indole-2-carboxylate). The yield is 84.3%. As a reaction SMILES: [Cl:1][C:2]1[CH:10]=[C:9]2[C:5]([CH:6]=[C:7]([C:11]([O:13][CH2:14][CH3:15])=[O:12])[NH:8]2)=[CH:4][CH:3]=1.[F:16][C:17]1[CH:18]=[C:19](B(O)O)[CH:20]=[CH:21][CH:22]=1.N1C=CC=CC=1>C([O-])(=O)C.[Cu+2].C([O-])(=O)C.C(Cl)Cl>[Cl:1][C:2]1[CH:10]=[C:9]2[C:5]([CH:6]=[C:7]([C:11]([O:13][CH2:14][CH3:15])=[O:12])[N:8]2[C:21]2[CH:20]=[CH:19][CH:18]=[C:17]([F:16])[CH:22]=2)=[CH:4][CH:3]=1 |f:3.4.5|. Procedure details: Activated molecular sieves (8.9 g) 4 Å were placed in an oven dried round bottom flask and cooled to room temperature under nitrogen. Ethyl 6-chloro-1H-indole-2-carboxylate (from AsymChem, 0.500 g, 2.24 mmol), (3-fluorophenyl)boronic acid (0.938 g, 6.71 mmol), copper acetate (0.40 g, 3.3 mmol), methylene chloride (80 mL) was added to the flask, followed by pyridine (0.723 mL, 8.94 mmol). The reaction mixture was stirred at room temperature for 2 days, and then filtered through Celite. The filtra... Starting materials: [Al+3], COc1ccc2c(c1)C(C(=O)O)=C2, [H-], [H-], [H-], [H-], [Li+], [Na+], [OH-], O. Product: COc1ccc2c(c1)C(CO)=C2. RXN SMILES: [Al+3:15].[CH3:1][O:2][c:3]1[cH:4][cH:5][c:6]2[c:7]([cH:13]1)[C:8]([C:10](=[O:11])[OH:12])=[CH:9]2.[H-:14].[H-:17].[H-:18].[H-:19].[Li+:16].[Na+:21].[OH-:20].[OH2:22]>>[CH3:1][O:2][c:3]1[cH:4][cH:5][c:6]2[c:7]([cH:13]1)[C:8]([CH2:10][OH:11])=[CH:9]2. The reactants are C(C)(C)(C)OC(=O)C1=C(C=CC=C1)C1=CC=C(C=C1)CN1C(=NC(=C1C(=O)N)C(CCC)O)CCCC (1-[(2'-t-butoxycarbonylbiphenyl-4-yl)methyl]-2-butyl-4-(1-hydroxybutyl)imidazole-5-carboxamide), Cl (hydrochloride), solution, Cl (hydrogen chloride). Solvent: O1CCOCC1 (dioxane). The product is C(CCC)C=1N(C(=C(N1)C(CCC)O)C(=O)N)CC1=CC=C(C=C1)C1=C(C=CC=C1)C(=O)O (2-Butyl-1-[(2'-carboxybiphenyl-4-yl)methyl]-4-(1-hydroxybutyl)imidazole-5-carboxamide). RXN SMILES: C([O:5][C:6]([C:8]1[CH:13]=[CH:12][CH:11]=[CH:10][C:9]=1[C:14]1[CH:19]=[CH:18][C:17]([CH2:20][N:21]2[C:25]([C:26]([NH2:28])=[O:27])=[C:24]([CH:29]([OH:33])[CH2:30][CH2:31][CH3:32])[N:23]=[C:22]2[CH2:34][CH2:35][CH2:36][CH3:37])=[CH:16][CH:15]=1)=[O:7])(C)(C)C.Cl>O1CCOCC1>[CH2:34]([C:22]1[N:21]([CH2:20][C:17]2[CH:16]=[CH:15][C:14]([C:9]3[CH:10]=[CH:11][CH:12]=[CH:13][C:8]=3[C:6]([OH:7])=[O:5])=[CH:19][CH:18]=2)[C:25]([C:26]([NH2:28])=[O:27])=[C:24]([CH:29]([OH:33])[CH2:30][CH2:31][CH3:32])[N:23]=1)[CH2:35][CH2:36][CH3:37]. Procedure: Following a procedure similar to that described in Example 45(d), but using 0.58 g of 1-[(2'-t-butoxycarbonylbiphenyl-4-yl)methyl]-2-butyl-4-(1-hydroxybutyl)imidazole-5-carboxamide [prepared as described in step (c) above] and 13 ml of a 4N solution of hydrogen chloride in dioxane, 0.55 g of the hydrochloride of the title compound was obtained as an amorphous powder, melting at above 110° C. (with softening). Reactants: C(C)OP(OCC)(=O)C1=CC=C(C2=CC=CC=C12)N1CCCC1 ([4-(Pyrrolidin-1-yl)naphthalen-1-yl]phosphonic acid diethyl ester). Solvent: N1CCCC1 (pyrrolidine). Run at temperature 80 celsius. Yields the product C(C)OP(O)(=O)C1=CC=C(C2=CC=CC=C12)N1CCCC1 ([4-(Pyrrolidin-1-yl)naphthalen-1-yl]phosphonic acid monoethyl ester). Isolated yield 59.6%. RXN SMILES: [CH2:1]([O:3][P:4]([C:9]1[C:18]2[C:13](=[CH:14][CH:15]=[CH:16][CH:17]=2)[C:12]([N:19]2[CH2:23][CH2:22][CH2:21][CH2:20]2)=[CH:11][CH:10]=1)(=[O:8])[O:5]CC)[CH3:2]>N1CCCC1>[CH2:1]([O:3][P:4]([C:9]1[C:18]2[C:13](=[CH:14][CH:15]=[CH:16][CH:17]=2)[C:12]([N:19]2[CH2:23][CH2:22][CH2:21][CH2:20]2)=[CH:11][CH:10]=1)(=[O:5])[OH:8])[CH3:2]. Procedure: (4-Pyrrolidin-1-ylnaphthalen-1-yl)phosphonic acid diethyl ester 139MBT64-B (40 mg, 0.11 mmol) was dissolved in pyrrolidine (0.5 mL) and the mixture was heated to 80° C. for 20 hours. The mixture was concentrated and the crude product was purified by preparative TLC (0-10% methanol in dichloromethane) to give the title compound (20 mg, 55%) as a white solid.